This data is from the Open Reaction Database (ORD), a public repository of structured organic reaction records. The task is: describe an organic reaction: reactants, conditions, products, and yield The reactants are ClC1=NC=CC(=N1)N (2-chloro-4-pyrimidinamine), [O-]CC.[Na+] (sodium ethoxide), CN(CCO)C (2-(dimethylamino)ethanol). Run in CN(C=O)C (N,N-dimethylformamide). Run at temperature 180 celsius. Yields the product CN(CCOC1=NC=CC(=N1)N)C (2-{[2-(dimethylamino)ethyl]oxy}-4-pyrimidinamine). Isolated yield 26.3%. RXN SMILES: Cl[C:2]1[N:7]=[C:6]([NH2:8])[CH:5]=[CH:4][N:3]=1.[O-]CC.[Na+].[CH3:13][N:14]([CH3:18])[CH2:15][CH2:16][OH:17]>CN(C)C=O>[CH3:13][N:14]([CH3:18])[CH2:15][CH2:16][O:17][C:2]1[N:7]=[C:6]([NH2:8])[CH:5]=[CH:4][N:3]=1 |f:1.2|. Procedure: A mixture of 2-chloro-4-pyrimidinamine (300 mg, 2.316 mmol), sodium ethoxide (189 mg, 2.78 mmol) and 2-(dimethylamino)ethanol (349 μl, 3.47 mmol) in N,N-dimethylformamide (DMF) (2.9 mL) was heated to 180° C. via a microwave reactor for min. The reaction was purified by RP-HPLC to yield 2-{[2-(dimethylamino)ethyl]oxy}-4-pyrimidinamine (111 mg, 0.609 mmol, 26% yield). MS (ES+) m/z 183.0 (MH+). Starting materials: CC[SiH](CC)CC, ClCCl, COC(=O)c1ccc2c(c1)C(O)C(C)(C)C(c1ccc(F)c([N+](=O)[O-])c1)N2, O=C(O)C(F)(F)F. Product: COC(=O)c1ccc2c(c1)CC(C)(C)C(c1ccc(F)c([N+](=O)[O-])c1)N2. RXN SMILES: [CH2:28]([SiH:29]([CH2:30][CH3:31])[CH2:32][CH3:33])[CH3:34].[Cl:42][CH2:43][Cl:44].[F:1][c:2]1[c:3]([N+:25](=[O:26])[O-:27])[cH:4][c:5]([CH:8]2[NH:9][c:10]3[cH:11][cH:12][c:13]([C:21](=[O:22])[O:23][CH3:24])[cH:14][c:15]3[CH:16]([OH:20])[C:17]2([CH3:18])[CH3:19])[cH:6][cH:7]1.[OH:35][C:36]([C:37]([F:38])([F:39])[F:40])=[O:41]>>[F:1][c:2]1[c:3]([N+:25](=[O:26])[O-:27])[cH:4][c:5]([CH:8]2[NH:9][c:10]3[cH:11][cH:12][c:13]([C:21](=[O:22])[O:23][CH3:24])[cH:14][c:15]3[CH2:16][C:17]2([CH3:18])[CH3:19])[cH:6][cH:7]1.